Dataset: the Open Reaction Database (ORD), a public repository of structured organic reaction records. Task: describe an organic reaction: reactants, conditions, products, and yield Reactants: BrC=1C(N(C=CC1O)CC1=CC(=CC=C1)F)=O (3-bromo-1-(3-fluorobenzyl)-4-hydroxy-1H-pyridin-2-one), C(=O)([O-])[O-].[K+].[K+] (K2CO3), FC1=C(CBr)C=CC(=C1)F (2,4-difluorobenzyl bromide). Run in CC(=O)C (acetone). Yields the product BrC=1C(N(C=CC1OCC1=C(C=C(C=C1)F)F)CC1=CC(=CC=C1)F)=O (3-Bromo-4-(2,4-difluorobenzyloxy)-1-(3-fluorobenzyl)-1H-pyridin-2-one). As a reaction SMILES: [Br:1][C:2]1[C:3](=[O:17])[N:4]([CH2:9][C:10]2[CH:15]=[CH:14][CH:13]=[C:12]([F:16])[CH:11]=2)[CH:5]=[CH:6][C:7]=1[OH:8].C([O-])([O-])=O.[K+].[K+].[F:24][C:25]1[CH:32]=[C:31]([F:33])[CH:30]=[CH:29][C:26]=1[CH2:27]Br>CC(C)=O>[Br:1][C:2]1[C:3](=[O:17])[N:4]([CH2:9][C:10]2[CH:15]=[CH:14][CH:13]=[C:12]([F:16])[CH:11]=2)[CH:5]=[CH:6][C:7]=1[O:8][CH2:27][C:26]1[CH:29]=[CH:30][C:31]([F:33])=[CH:32][C:25]=1[F:24] |f:1.2.3|. Procedure: To a solution of 3-bromo-1-(3-fluorobenzyl)-4-hydroxy-1H-pyridin-2-one (0.20 g, 0.67) and K2CO3 (0.27 g, 1.34 mmol) in acetone (10 mL) was added 2,4-difluorobenzyl bromide (0.16 g, 0.8 mmol), and the reaction mixture was heated at reflux for 1 h. The reaction mixture was cooled to room temperature, concentrated under reduced pressure, and the residue was dissolved in EtOAc. The organic solution was washed with water and then brine, dried (Na2SO4), filtered and concentrated under reduced pressure... The reactants are CCOC(=O)C=P(c1ccccc1)(c1ccccc1)c1ccccc1, OCc1cnc(Cl)cn1, C1COCCO1. Yields the product CCOC(=O)C=Cc1cnc(Cl)cn1. As a reaction SMILES: [C:10](=[O:11])([O:12][CH2:13][CH3:14])[CH:15]=[P:16]([c:17]1[cH:18][cH:19][cH:20][cH:21][cH:22]1)([c:23]1[cH:24][cH:25][cH:26][cH:27][cH:28]1)[c:29]1[cH:30][cH:31][cH:32][cH:33][cH:34]1.[Cl:1][c:2]1[n:3][cH:4][c:5]([CH2:8][OH:9])[n:6][cH:7]1.[O:35]1[CH2:36][CH2:37][O:38][CH2:39][CH2:40]1>>[Cl:1][c:2]1[n:3][cH:4][c:5]([CH:8]=[CH:15][C:10](=[O:11])[O:12][CH2:13][CH3:14])[n:6][cH:7]1. The reactants are CC(C)(C)N(CC(=O)O)Cc1c([N+](=O)[O-])ccc(Cl)c1Cl, [Pt], O=[Pt], [Rh]. The product is CC(C)(C)N(CC(=O)O)Cc1c(N)ccc(Cl)c1Cl. Reaction SMILES: [CH3:1][C:2]([CH3:3])([CH3:4])[N:5]([CH2:6][C:7](=[O:8])[OH:9])[CH2:10][c:11]1[c:12]([Cl:21])[c:13]([Cl:20])[cH:14][cH:15][c:16]1[N+:17]([O-:18])=[O:19].[Pt:22].[Pt:23]=[O:24].[Rh:25]>>[CH3:1][C:2]([CH3:3])([CH3:4])[N:5]([CH2:6][C:7](=[O:8])[OH:9])[CH2:10][c:11]1[c:12]([Cl:21])[c:13]([Cl:20])[cH:14][cH:15][c:16]1[NH2:17]. Starting materials: CC(C)(C)CC1NC(C(=O)Nc2ccn(CC(C)(C)OCC3CO3)n2)C(c2cccc(Cl)c2F)C1(C#N)c1ccc(Cl)cc1F, CCN(C(C)C)C(C)C, CC(C)O, NCCCO. Yields the product CC(C)(C)CC1NC(C(=O)Nc2ccn(CC(C)(C)OCC(O)CNCCCO)n2)C(c2cccc(Cl)c2F)C1(C#N)c1ccc(Cl)cc1F. As a reaction SMILES: [CH3:1][C:2]([CH2:3][n:4]1[n:5][c:6]([NH:9][C:10](=[O:11])[CH:12]2[NH:13][CH:14]([CH2:35][C:36]([CH3:37])([CH3:38])[CH3:39])[C:15]([C:25]#[N:26])([c:27]3[c:28]([F:34])[cH:29][c:30]([Cl:33])[cH:31][cH:32]3)[CH:16]2[c:17]2[c:18]([F:24])[c:19]([Cl:23])[cH:20][cH:21][cH:22]2)[cH:7][cH:8]1)([CH3:40])[O:41][CH2:42][CH:43]1[O:44][CH2:45]1.[CH:46]([N:47]([CH:48]([CH3:49])[CH3:50])[CH2:51][CH3:52])([CH3:53])[CH3:54].[CH:60]([OH:61])([CH3:62])[CH3:63].[NH2:55][CH2:56][CH2:57][CH2:58][OH:59]>>[CH3:1][C:2]([CH2:3][n:4]1[n:5][c:6]([NH:9][C:10](=[O:11])[CH:12]2[NH:13][CH:14]([CH2:35][C:36]([CH3:37])([CH3:38])[CH3:39])[C:15]([C:25]#[N:26])([c:27]3[c:28]([F:34])[cH:29][c:30]([Cl:33])[cH:31][cH:32]3)[CH:16]2[c:17]2[c:18]([F:24])[c:19]([Cl:23])[cH:20][cH:21][cH:22]2)[cH:7][cH:8]1)([CH3:40])[O:41][CH2:42][CH:43]([OH:44])[CH2:45][NH:55][CH2:56][CH2:57][CH2:58][OH:59]. Reactants: C(C=CC1=CC=CC=C1)Br (cinnamyl bromide), C([O-])([O-])=O.[Cs+].[Cs+] (cesium carbonate), C(C)(=O)NC=1C=C2C(N(C=3N(C2=CC1)C(=NN3)N3CCCC3)CC3=CC=CC=C3)=O (7-acetamido-4-benzyl-1-(pyrrolidin-1yl)-4H-[1,2,4]triazolo[4,3-a]quinazolin-5-one). Reagents/catalysts: [Pd] (Palladium). Solvent: CN(C)C=O (DMF), C(C)(=O)NC=1C=C2C(NC=3N(C2=CC1)C(=NN3)N3CCCC3)=O (7-acetamido-1-(pyrrolidin-1yl)-4H-[1,2,4]triazolo[4,3-a]quinazolin-5-one). The product is C(C)(=O)NC=1C=C2C(N(C=3N(C2=CC1)C(=NN3)N3CCCC3)C\C=C\C3=CC=CC=C3)=O (7-acetamido-4-[(E)-3-phenylallyl]-1-(pyrrolidin-1-yl)-4H-[1,2,4]triazolo[4,3-a]quinazolin-5-one). Reaction SMILES: [C:1]([NH:4][C:5]1[CH:6]=[C:7]2[C:12](=[CH:13][CH:14]=1)[N:11]1[C:15]([N:18]3[CH2:22][CH2:21][CH2:20][CH2:19]3)=[N:16][N:17]=[C:10]1[N:9]([CH2:23][C:24]1[CH:29]=[CH:28][CH:27]=[CH:26][CH:25]=1)[C:8]2=[O:30])(=[O:3])[CH3:2].[CH2:31](Br)[CH:32]=CC1C=CC=CC=1.C(=O)([O-])[O-].[Cs+].[Cs+]>C(NC1C=C2C(=CC=1)N1C(N3CCCC3)=NN=C1NC2=O)(=O)C.CN(C=O)C.[Pd]>[C:1]([NH:4][C:5]1[CH:6]=[C:7]2[C:12](=[CH:13][CH:14]=1)[N:11]1[C:15]([N:18]3[CH2:19][CH2:20][CH2:21][CH2:22]3)=[N:16][N:17]=[C:10]1[N:9]([CH2:23]/[CH:24]=[CH:29]/[C:28]1[CH:27]=[CH:26][CH:25]=[CH:32][CH:31]=1)[C:8]2=[O:30])(=[O:3])[CH3:2] |f:2.3.4|. Reported procedure: From 1.2 g (3.0 mmol) of 7-acetamido-4-benzyl-1-(pyrrolidin-1yl)-4H-[1,2,4]triazolo[4,3-a]quinazolin-5-one (described in example 221) debenzylated in 7-acetamido-1-(pyrrolidin-1yl)-4H-[1,2,4]triazolo[4,3-a]quinazolin-5-one by Palladium/C method described in example 257, then directly treated with 0.59 g of cinnamyl bromide in the presence of 0.98 g cesium carbonate, in 15 ml of DMF, according to a method described in example 3. We obtain, after purification by chromatography on silica column and... Starting materials: CCOC(=O)COc1ccc2c(c1)CC(NCC(O)c1ccc(OCc3ccccc3)c(CCOCc3ccccc3)c1)CC2, CNC, C1CCOC1. Yields the product CN(C)C(=O)COc1ccc2c(c1)CC(NCC(O)c1ccc(OCc3ccccc3)c(CCOCc3ccccc3)c1)CC2. As a reaction SMILES: [CH2:1]([c:2]1[cH:3][cH:4][cH:5][cH:6][cH:7]1)[O:8][c:9]1[c:10]([CH2:36][CH2:37][O:38][CH2:39][c:40]2[cH:41][cH:42][cH:43][cH:44][cH:45]2)[cH:11][c:12]([CH:15]([CH2:16][NH:17][CH:18]2[CH2:19][c:20]3[cH:21][c:22]([O:28][CH2:29][C:30]([O:32][CH2:31][CH3:33])=[O:34])[cH:23][cH:24][c:25]3[CH2:26][CH2:27]2)[OH:35])[cH:13][cH:14]1.[CH3:46][NH:47][CH3:48].[O:49]1[CH2:50][CH2:51][CH2:52][CH2:53]1>>[CH2:1]([c:2]1[cH:3][cH:4][cH:5][cH:6][cH:7]1)[O:8][c:9]1[c:10]([CH2:36][CH2:37][O:38][CH2:39][c:40]2[cH:41][cH:42][cH:43][cH:44][cH:45]2)[cH:11][c:12]([CH:15]([CH2:16][NH:17][CH:18]2[CH2:19][c:20]3[cH:21][c:22]([O:28][CH2:29][C:30](=[O:32])[N:47]([CH3:46])[CH3:48])[cH:23][cH:24][c:25]3[CH2:26][CH2:27]2)[OH:35])[cH:13][cH:14]1. Reactants: ClC1=CC=C(C=C1)C=1OC=CC1 (2-(4-chlorophenyl)furan), Cl (HCl), [Al+3].[Cl-].[Cl-].[Cl-] (AlCl3), C1(CC1)C(=O)Cl (cyclopropanecarboxylic acid chloride), ice water. Run in C(=S)=S (CS2), C(=S)=S (CS2). Conditions: time 15 minute. Product: C1(CC1)C(=O)C=1OC(=CC1)C1=CC=C(C=C1)Cl (5-(4-chlorophenyl)-2-furyl Cyclopropyl Ketone). Yield: 17.3%. RXN SMILES: [Al+3].[Cl-].[Cl-].[Cl-].[CH:5]1([C:8](Cl)=[O:9])[CH2:7][CH2:6]1.[Cl:11][C:12]1[CH:17]=[CH:16][C:15]([C:18]2[O:19][CH:20]=[CH:21][CH:22]=2)=[CH:14][CH:13]=1.Cl>C(=S)=S>[CH:5]1([C:8]([C:20]2[O:19][C:18]([C:15]3[CH:16]=[CH:17][C:12]([Cl:11])=[CH:13][CH:14]=3)=[CH:22][CH:21]=2)=[O:9])[CH2:7][CH2:6]1 |f:0.1.2.3|. Procedure: To a stirring mixture of 128 g (0.96 mole) of AlCl3 and 720 ml of CS2 was added portionwise 100 g (0.96 mole) of cyclopropanecarboxylic acid chloride while keeping the temperature below 30° by means of an ice bath. A solution of 172 g (0.96 mole) of 2-(4-chlorophenyl)furan in 480 ml of CS2 was added dropwise while maintaining the temperature between 10°-15° with large volume of HCl gas being given off. The reaction mixture was stirred in an ice bath for 15 minutes, allowed to warm to room temper... Reactants: C(CCCCCN)N (hexane-1,6-diamine), ClC1=CC=NC2=CC(=CC=C12)Cl (4,7-dichloroquinoline), O (water). Run in C(Cl)Cl (methylene chloride). Conditions: temperature 150 celsius. The product is NCCCCCCC1=CC=NC2=CC(=CC=C12)Cl (1-Amino-6-(7-chloro-4-quinolinyl)hexane). Reaction SMILES: [CH2:1](N)[CH2:2][CH2:3][CH2:4][CH2:5][CH2:6][NH2:7].Cl[C:10]1[C:19]2[C:14](=[CH:15][C:16]([Cl:20])=[CH:17][CH:18]=2)[N:13]=[CH:12][CH:11]=1.O>C(Cl)Cl>[NH2:7][CH2:6][CH2:5][CH2:4][CH2:3][CH2:2][CH2:1][C:10]1[C:19]2[C:14](=[CH:15][C:16]([Cl:20])=[CH:17][CH:18]=2)[N:13]=[CH:12][CH:11]=1. Reported procedure: 17.1 Grams of hexane-1,6-diamine and 4.3 g of 4,7-dichloroquinoline were mixed together and heated to 150° C. for four hours. The reaction was cooled and water and methylene chloride were then added. The organic phase was washed, dried with anhydrous magnesium sulfate and evaporated thereby affording 1-amino-6-(7-chloro-4-quinolinyl)hexane having a melting point of 133°-134°. The reactants are CC(C)(C)OC(=O)N1CCC(=O)CC1, CC(C)(O)c1ccccc1N. Yields the product CC(C)(C)OC(=O)N1CCC(Nc2ccccc2C(C)(C)O)CC1. Reaction SMILES: [C:12]([CH3:13])([CH3:14])([CH3:15])[O:16][C:17](=[O:18])[N:19]1[CH2:20][CH2:21][C:22](=[O:25])[CH2:23][CH2:24]1.[NH2:1][c:2]1[c:3]([C:8]([OH:9])([CH3:10])[CH3:11])[cH:4][cH:5][cH:6][cH:7]1>>[NH:1]([c:2]1[c:3]([C:8]([OH:9])([CH3:10])[CH3:11])[cH:4][cH:5][cH:6][cH:7]1)[CH:22]1[CH2:21][CH2:20][N:19]([C:17]([O:16][C:12]([CH3:13])([CH3:14])[CH3:15])=[O:18])[CH2:24][CH2:23]1.